From a dataset of the Open Reaction Database (ORD), a public repository of structured organic reaction records. describe an organic reaction: reactants, conditions, products, and yield Reactants: O=Cc1cccc(CN(C(=O)c2cc(C(=O)O)c(C(=O)O)cc2C(=O)O)C2CCCc3ccccc32)c1, NOCc1ccc([N+](=O)[O-])cc1. Product: O=C(O)c1cc(C(=O)O)c(C(=O)N(Cc2cccc(C=NOCc3ccc([N+](=O)[O-])cc3)c2)C2CCCc3ccccc32)cc1C(=O)O. RXN SMILES: [CH:1](=[O:2])[c:3]1[cH:4][c:5]([CH2:6][N:7]([C:8](=[O:9])[c:10]2[c:11]([C:22](=[O:23])[OH:24])[cH:12][c:13]([C:19](=[O:20])[OH:21])[c:14]([C:16](=[O:17])[OH:18])[cH:15]2)[CH:25]2[CH2:26][CH2:27][CH2:28][c:29]3[cH:30][cH:31][cH:32][cH:33][c:34]32)[cH:35][cH:36][cH:37]1.[N+:38](=[O:39])([O-:40])[c:41]1[cH:42][cH:43][c:44]([CH2:45][O:46][NH2:47])[cH:48][cH:49]1>>[CH:1]([c:3]1[cH:4][c:5]([CH2:6][N:7]([C:8](=[O:9])[c:10]2[c:11]([C:22](=[O:23])[OH:24])[cH:12][c:13]([C:19](=[O:20])[OH:21])[c:14]([C:16](=[O:17])[OH:18])[cH:15]2)[CH:25]2[CH2:26][CH2:27][CH2:28][c:29]3[cH:30][cH:31][cH:32][cH:33][c:34]32)[cH:35][cH:36][cH:37]1)=[N:47][O:46][CH2:45][c:44]1[cH:43][cH:42][c:41]([N+:38](=[O:39])[O-:40])[cH:49][cH:48]1.